Dataset: the Open Reaction Database (ORD), a public repository of structured organic reaction records. Task: describe an organic reaction: reactants, conditions, products, and yield Yields the product C(C)(C)(C)OC(=O)NC[C@H](N(CC(C)C)C(=O)C=1C(=NC(=NC1)C(C)(C)C)NCC=1OC=CC1)C(=O)O (3-[(tert-butoxycarbonyl)amino]-N-({2-tert-butyl-4-[(furan-2-ylmethyl)amino]pyrimidin-5-yl}carbonyl)-N-(2-methylpropyl)-L-alanine). Procedure: Methyl 3-[(tert-butoxycarbonyl)amino]-N-({2-tert-butyl-4-[(furan-2-ylmethyl)amino]pyrimidin-5-yl}carbonyl)-N-(2-methylpropyl)-L-alaninate (200 mg) was dissolved in tetrahydrofuran-methanol (1:2, 18 ml), 2 M aqueous sodium hydroxide solution (0.95 ml) was added and the mixture was stirred for 4 hr. The reaction mixture was concentrated under reduced pressure, and diluted with saturated aqueous ammonium chloride solution, and the mixture was extracted with ethyl acetate. The extract was dried over... Reaction SMILES: [C:1]([O:5][C:6]([NH:8][CH2:9][C@@H:10]([C:35]([O:37]C)=[O:36])[N:11]([C:16]([C:18]1[C:19]([NH:28][CH2:29][C:30]2[O:31][CH:32]=[CH:33][CH:34]=2)=[N:20][C:21]([C:24]([CH3:27])([CH3:26])[CH3:25])=[N:22][CH:23]=1)=[O:17])[CH2:12][CH:13]([CH3:15])[CH3:14])=[O:7])([CH3:4])([CH3:3])[CH3:2].[OH-].[Na+]>O1CCCC1CO>[C:1]([O:5][C:6]([NH:8][CH2:9][C@@H:10]([C:35]([OH:37])=[O:36])[N:11]([C:16]([C:18]1[C:19]([NH:28][CH2:29][C:30]2[O:31][CH:32]=[CH:33][CH:34]=2)=[N:20][C:21]([C:24]([CH3:26])([CH3:27])[CH3:25])=[N:22][CH:23]=1)=[O:17])[CH2:12][CH:13]([CH3:14])[CH3:15])=[O:7])([CH3:3])([CH3:4])[CH3:2] |f:1.2|. Reactants: C(C)(C)(C)OC(=O)NC[C@H](N(CC(C)C)C(=O)C=1C(=NC(=NC1)C(C)(C)C)NCC=1OC=CC1)C(=O)OC (Methyl 3-[(tert-butoxycarbonyl)amino]-N-({2-tert-butyl-4-[(furan-2-ylmethyl)amino]pyrimidin-5-yl}carbonyl)-N-(2-methylpropyl)-L-alaninate), [OH-].[Na+] (sodium hydroxide). The yield is 123.3%. The solvent is O1C(CCC1)CO (tetrahydrofuran-methanol). Run at time 4 hour.